From a dataset of the Open Reaction Database (ORD), a public repository of structured organic reaction records. describe an organic reaction: reactants, conditions, products, and yield Reactants: ClC=1C=CC(=C(C1)S(=O)(=O)Cl)OC (5-Chloro-2-methoxybenzenesulfonyl chloride), COC(C1=CC(=C(C=C1)O)N)=O (3-amino-4-hydroxy-benzoic acid methyl ester). Run in N1=CC=CC=C1 (pyridine). Run at time 72 hour. Product: COC(C1=CC(=C(C=C1)O)NS(=O)(=O)C1=C(C=CC(=C1)Cl)OC)=O (3-(5-chloro-2-methoxy-benzenesulfonylamino)-4-hydroxy-benzoic acid methyl ester). Isolated yield 809.2%. RXN SMILES: [Cl:1][C:2]1[CH:3]=[CH:4][C:5]([O:12][CH3:13])=[C:6]([S:8](Cl)(=[O:10])=[O:9])[CH:7]=1.[CH3:14][O:15][C:16](=[O:25])[C:17]1[CH:22]=[CH:21][C:20]([OH:23])=[C:19]([NH2:24])[CH:18]=1>N1C=CC=CC=1>[CH3:14][O:15][C:16](=[O:25])[C:17]1[CH:22]=[CH:21][C:20]([OH:23])=[C:19]([NH:24][S:8]([C:6]2[CH:7]=[C:2]([Cl:1])[CH:3]=[CH:4][C:5]=2[O:12][CH3:13])(=[O:10])=[O:9])[CH:18]=1. Procedure: 5-Chloro-2-methoxybenzenesulfonyl chloride (5.77 g, 2.39 mmol) was added to a solution of 3-amino-4-hydroxy-benzoic acid methyl ester (example 1, step 1; 4.00 g, 23.9 mmol) in pyridine (38 mL). The homogeneous solution was stirred at room temperature for 72 h, then partitioned between ethyl acetate and 2 M aq. hydrochloric acid solution. The organic layer was washed with brine, dried (MgSO4), and evaporated. The residue was triturated in ethyl acetate to furnish 3-(5-chloro-2-methoxy-benzenesulf... Starting materials: C1CCOC1, CC(=O)O, O=c1ccn(CCCOC2CCCCO2)cc1, O. Yields the product O=c1ccn(CCCO)cc1. RXN SMILES: [CH2:22]1[O:23][CH2:24][CH2:25][CH2:26]1.[CH3:18][C:19](=[O:20])[OH:21].[O:1]1[CH2:2][CH2:3][CH2:4][CH2:5][CH:6]1[O:7][CH2:8][CH2:9][CH2:10][n:11]1[cH:12][cH:13][c:14](=[O:17])[cH:15][cH:16]1.[OH2:27]>>[OH:7][CH2:8][CH2:9][CH2:10][n:11]1[cH:12][cH:13][c:14](=[O:17])[cH:15][cH:16]1. Reactants: [Al+3], C1CCOC1, c1ccc(COCCC2CCN(c3cncc(OCC4CCCN4)c3)CC2)cc1, [H-], [H-], [H-], [H-], [Li+], [Na+], [Na+], O=S(=O)([O-])[O-], O. Product: CN1CCCC1COc1cncc(N2CCC(CCOCc3ccccc3)CC2)c1. RXN SMILES: [Al+3:2].[CH2:44]1[O:45][CH2:46][CH2:47][CH2:48]1.[CH2:7]([c:8]1[cH:9][cH:10][cH:11][cH:12][cH:13]1)[O:14][CH2:15][CH2:16][CH:17]1[CH2:18][CH2:19][N:20]([c:23]2[cH:24][n:25][cH:26][c:27]([O:29][CH2:30][CH:31]3[NH:32][CH2:33][CH2:34][CH2:35]3)[cH:28]2)[CH2:21][CH2:22]1.[H-:1].[H-:4].[H-:5].[H-:6].[Li+:3].[Na+:36].[Na+:37].[O-:38][S:39]([O-:40])(=[O:41])=[O:42].[OH2:43]>>[CH2:7]([c:8]1[cH:9][cH:10][cH:11][cH:12][cH:13]1)[O:14][CH2:15][CH2:16][CH:17]1[CH2:18][CH2:19][N:20]([c:23]2[cH:24][n:25][cH:26][c:27]([O:29][CH2:30][CH:31]3[N:32]([CH3:44])[CH2:33][CH2:34][CH2:35]3)[cH:28]2)[CH2:21][CH2:22]1. Reactants: O1CCCC1 (tetrahydrofuran), C(C)(C)(C)OC(=O)N[C@@H]1CC[C@H](CC1)O (trans-4-(tert-butoxycarbonylamino)cyclohexanol), C(C1=CC=CC=C1)Br (benzylbromide), [H-].[Na+] (sodium hydride). Solvent: O (water), CS(=O)C (dimethyl sulfoxide). Run at temperature 70 celsius, time 2 hour. The product is C(C)(C)(C)OC(=O)N[C@@H]1CC[C@H](CC1)OCC1=CC=CC=C1 (trans-1-tert-butoxycarbonylamino-4-(benzyloxy)cyclohexane). As a reaction SMILES: O1CCCC1.[C:6]([O:10][C:11]([NH:13][C@H:14]1[CH2:19][CH2:18][C@H:17]([OH:20])[CH2:16][CH2:15]1)=[O:12])([CH3:9])([CH3:8])[CH3:7].[CH2:21](Br)[C:22]1[CH:27]=[CH:26][CH:25]=[CH:24][CH:23]=1.[H-].[Na+]>O.CS(C)=O>[C:6]([O:10][C:11]([NH:13][C@H:14]1[CH2:15][CH2:16][C@H:17]([O:20][CH2:21][C:22]2[CH:27]=[CH:26][CH:25]=[CH:24][CH:23]=2)[CH2:18][CH2:19]1)=[O:12])([CH3:9])([CH3:7])[CH3:8] |f:3.4|. Reported procedure: To 6 mL of a tetrahydrofuran solution containing 1.0 g of trans-4-(tert-butoxycarbonylamino)cyclohexanol and 873 mg of benzylbromide was gradually added 204 mg of 60% sodium hydride, 0.5 mL of dimethyl sulfoxide was then further added thereto, and the mixture was stirred at 70° C. for 2 hours. The reaction mixture was poured into water and extracted with chloroform. The extract was washed with water and brine, dried over anhydrous sodium sulfate, and the solvent was removed under reduced pressur... The reactants are C(C)(=O)O[BH-](OC(C)=O)OC(C)=O (triacetoxyborohydride), C(C)N1N=CC=2C1=NC(=C(C2NC2CCOCC2)CNC(=O)C2=CC(=CC(=C2)C)C(=O)NCC=2C=C(C(=CC2)F)C2=CC(=CC=C2)C=O)CC (N-{[1,6-Diethyl-4-(tetrahydro-2H-pyran-4-ylamino)-1H-pyrazolo[3,4-b]pyridin-5-yl]methyl}-N′-[(6-fluoro-3′-formyl-3-biphenylyl)methyl]-5-methyl-1,3-benzenedicarboxamide), C[C@@H]1N(CCNC1)C(=O)OC(C)(C)C (1,1-dimethylethyl (2S)-2-methyl-1-piperazinecarboxylate), C(C)(=O)O (acetic acid). Run in CS(=O)C (DMSO), VX-2500, VX-2500. Run at temperature 60 celsius, time 8 hour. The product is C(C)N1N=CC=2C1=NC(=C(C2NC2CCOCC2)CNC(=O)C2=CC(=CC(=C2)C)C(=O)NCC=2C=C(C(=CC2)F)C2=CC(=CC=C2)CN2C[C@@H](NCC2)C)CC (N-{[1,6-Diethyl-4-(tetrahydro-2H-pyran-4-ylamino)-1H-pyrazolo[3,4-b]pyridin-5-yl]methyl}-N′-[(6-fluoro-3′-{[(3S)-3-methyl-1-piperazinyl]methyl}-3-biphenylyl)methyl]-5-methyl-1,3-benzenedicarboxamide). The yield is 60.2%. As a reaction SMILES: [CH2:1]([N:3]1[C:7]2=[N:8][C:9]([CH2:49][CH3:50])=[C:10]([CH2:19][NH:20][C:21]([C:23]3[CH:28]=[C:27]([CH3:29])[CH:26]=[C:25]([C:30]([NH:32][CH2:33][C:34]4[CH:35]=[C:36]([C:41]5[CH:46]=[CH:45][CH:44]=[C:43]([CH:47]=O)[CH:42]=5)[C:37]([F:40])=[CH:38][CH:39]=4)=[O:31])[CH:24]=3)=[O:22])[C:11]([NH:12][CH:13]3[CH2:18][CH2:17][O:16][CH2:15][CH2:14]3)=[C:6]2[CH:5]=[N:4]1)[CH3:2].[CH3:51][C@H:52]1[CH2:57][NH:56][CH2:55][CH2:54][N:53]1C(OC(C)(C)C)=O.C(O)(=O)C.C(O[BH-](OC(=O)C)OC(=O)C)(=O)C>CS(C)=O>[CH2:1]([N:3]1[C:7]2=[N:8][C:9]([CH2:49][CH3:50])=[C:10]([CH2:19][NH:20][C:21]([C:23]3[CH:28]=[C:27]([CH3:29])[CH:26]=[C:25]([C:30]([NH:32][CH2:33][C:34]4[CH:35]=[C:36]([C:41]5[CH:46]=[CH:45][CH:44]=[C:43]([CH2:47][N:56]6[CH2:55][CH2:54][NH:53][C@@H:52]([CH3:51])[CH2:57]6)[CH:42]=5)[C:37]([F:40])=[CH:38][CH:39]=4)=[O:31])[CH:24]=3)=[O:22])[C:11]([NH:12][CH:13]3[CH2:14][CH2:15][O:16][CH2:17][CH2:18]3)=[C:6]2[CH:5]=[N:4]1)[CH3:2]. Procedure details: N-{[1,6-Diethyl-4-(tetrahydro-2H-pyran-4-ylamino)-1H-pyrazolo[3,4-b]pyridin-5-yl]methyl}-N′-[(6-fluoro-3′-formyl-3-biphenylyl)methyl]-5-methyl-1,3-benzenedicarboxamide (30 mg, 0.044 mmol), 1,1-dimethylethyl (2S)-2-methyl-1-piperazinecarboxylate (89 mg, 0.44 mmol, 10 eq) and acetic acid (2.54 μL, 0.044 mmol, 1 eq) were dissolved in DMSO (1.5 mL). The mixture was stirred in VX-2500 Multi-Tube Vortexer for overnight at room temperature. MP-triacetoxyborohydride (133 mg, 0.310 mmol, 7 eq) was then a... Reactants: O1CCOCC1 (1,4-dioxane), ClC1=CC=C(C=C1)C1(CC1)C(=O)N1C[C@]2(CC1)OC(C1=C2C=CC=C1)=O ((1R)-1′-{[1-(4-chlorophenyl)cyclopropyl]carbonyl}-3H-spiro[2-benzofuran-1,3′-pyrrolidin]-3-one), N1CCOCC1 (morpholine), CC(C)([O-])C.[Na+] (sodium tert-butoxide), C(C)(C)(C)P(C1=C(C=CC=C1)C1=CC=CC=C1)C(C)(C)C (2-(di-t-butylphosphino)biphenyl). Reagents/catalysts: C(C)(=O)[O-].[Pd+2].C(C)(=O)[O-] (palladium acetate). The product is N1(CCOCC1)C1=CC=C(C=C1)C1(CC1)C(=O)N1C[C@]2(CC1)OC(C1=C2C=CC=C1)=O ((1R)-1′-{[1-(4-Morpholin-4-ylphenyl)cyclopropyl]carbonyl}-3H-spiro[2-benzofuran-1,3′-pyrrolidin]-3-one). Reaction SMILES: Cl[C:2]1[CH:7]=[CH:6][C:5]([C:8]2([C:11]([N:13]3[CH2:17][CH2:16][C@@:15]4([C:21]5[CH:22]=[CH:23][CH:24]=[CH:25][C:20]=5[C:19](=[O:26])[O:18]4)[CH2:14]3)=[O:12])[CH2:10][CH2:9]2)=[CH:4][CH:3]=1.[NH:27]1[CH2:32][CH2:31][O:30][CH2:29][CH2:28]1.CC(C)([O-])C.[Na+].C(P(C(C)(C)C)C1C=CC=CC=1C1C=CC=CC=1)(C)(C)C.O1CCOCC1>C([O-])(=O)C.[Pd+2].C([O-])(=O)C>[N:27]1([C:2]2[CH:7]=[CH:6][C:5]([C:8]3([C:11]([N:13]4[CH2:17][CH2:16][C@@:15]5([C:21]6[CH:22]=[CH:23][CH:24]=[CH:25][C:20]=6[C:19](=[O:26])[O:18]5)[CH2:14]4)=[O:12])[CH2:10][CH2:9]3)=[CH:4][CH:3]=2)[CH2:32][CH2:31][O:30][CH2:29][CH2:28]1 |f:2.3,6.7.8|. Procedure: A mixture of (1R)-1′-{[1-(4-chlorophenyl)cyclopropyl]carbonyl}-3H-spiro[2-benzofuran-1,3′-pyrrolidin]-3-one (30.0 mg, 0.0000816 mol, example 83), morpholine (8.5 μL, 0.000098 mol), sodium tert-butoxide (19 mg, 0.00020 mol), palladium acetate (0.5 mg, 0.000002 mol) and 2-(di-t-butylphosphino)biphenyl (0.7 mg, 0.000002 mol) was degassed and charged with nitrogen. To the mixture was added 1,4-dioxane (1.0 mL, 0.013 mol). The resulting mixture was refluxed overnight. The crude product was purified p... Reactants: C[N-]OC, Cl, [Na+], [OH-], Cn1nc(C(=O)O)cc1OCCCN1CCN(c2cccc3sccc23)CC1. Yields the product CC(=O)c1cc(OCCCN2CCN(c3cccc4sccc34)CC2)n(C)n1, Cl. Reaction SMILES: [CH3:2][O:3][N-:4][CH3:5].[ClH:1].[Na+:35].[OH-:34].[s:6]1[c:7]2[c:8]([cH:9][cH:10]1)[c:11]([N:15]1[CH2:16][CH2:17][N:18]([CH2:21][CH2:22][CH2:23][O:24][c:25]3[cH:26][c:27]([C:31](=[O:32])[OH:33])[n:28][n:29]3[CH3:30])[CH2:19][CH2:20]1)[cH:12][cH:13][cH:14]2>>[CH3:2][C:31]([c:27]1[cH:26][c:25]([O:24][CH2:23][CH2:22][CH2:21][N:18]2[CH2:17][CH2:16][N:15]([c:11]3[c:8]4[c:7]([s:6][cH:10][cH:9]4)[cH:14][cH:13][cH:12]3)[CH2:20][CH2:19]2)[n:29]([CH3:30])[n:28]1)=[O:32].[ClH:1]. Reaction SMILES: N(OCC(C)C)=O.N[C:9]1[CH:31]=[C:30]([C:32](=[O:34])[NH2:33])[CH:29]=[CH:28][C:10]=1[O:11][C:12]1[CH:21]=[C:20]2[C:15]([CH:16]([C:22]([O:24][CH2:25][CH3:26])=[O:23])[CH2:17][CH2:18][O:19]2)=[CH:14][C:13]=1[Cl:27].O>CN(C=O)C>[C:32]([C:30]1[CH:31]=[CH:9][C:10]([O:11][C:12]2[CH:21]=[C:20]3[C:15]([CH:16]([C:22]([O:24][CH2:25][CH3:26])=[O:23])[CH2:17][CH2:18][O:19]3)=[CH:14][C:13]=2[Cl:27])=[CH:28][CH:29]=1)(=[O:34])[NH2:33]. Product: C(N)(=O)C1=CC=C(OC2=C(C=C3C(CCOC3=C2)C(=O)OCC)Cl)C=C1 (ethyl 7-(4-carbamoylphenoxy)-6-chlorochroman-4-carboxylate). Starting materials: O (water), N(=O)OCC(C)C (isobutyl nitrite), NC1=C(OC2=C(C=C3C(CCOC3=C2)C(=O)OCC)Cl)C=CC(=C1)C(N)=O (ethyl 7-(2-amino-4-carbamoylphenoxy)-6-chlorochroman-4-carboxylate). Reported procedure: To a solution of isobutyl nitrite (3.92 g, 15.2 mmol) in DMF (100 mL) at 66° C. was added a solution of ethyl 7-(2-amino-4-carbamoylphenoxy)-6-chlorochroman-4-carboxylate (5.94 g, 15.2 mmol) in DMF (30 mL) dropwise over 14 minutes. The temperature rose to 70° C. during the addition and gas began to evolve. After 37 minutes of stirring at 68-69° C. the resulting solution was cooled to ambient temperature and poured into a reparatory funnel containing water (1500 mL). The resulting mixture was ext... Run in CN(C)C=O (DMF), CN(C)C=O (DMF). Yield: 94.4%. Reaction conditions: temperature 68.5 celsius, time 37 minute. Procedure details: Under the reaction conditions described in Example 1A diethyl acetamidomalonate and methyl 7-bromohept-5-ynoate reacted to give diethyl acetamido-(6-methoxycarbonylhex-2-ynyl)malonate as a yellow oil. The product is C(C)(=O)NC(C(=O)OCC)(C(=O)OCC)CC#CCCCC(=O)OC (diethyl acetamido-(6-methoxycarbonylhex-2-ynyl)malonate). As a reaction SMILES: [C:1]([NH:4][CH:5]([C:11]([O:13][CH2:14][CH3:15])=[O:12])[C:6]([O:8][CH2:9][CH3:10])=[O:7])(=[O:3])[CH3:2].Br[CH2:17][C:18]#[C:19][CH2:20][CH2:21][CH2:22][C:23]([O:25][CH3:26])=[O:24]>>[C:1]([NH:4][C:5]([CH2:17][C:18]#[C:19][CH2:20][CH2:21][CH2:22][C:23]([O:25][CH3:26])=[O:24])([C:11]([O:13][CH2:14][CH3:15])=[O:12])[C:6]([O:8][CH2:9][CH3:10])=[O:7])(=[O:3])[CH3:2]. The reactants are C(C)(=O)NC(C(=O)OCC)C(=O)OCC (diethyl acetamidomalonate), BrCC#CCCCC(=O)OC (methyl 7-bromohept-5-ynoate).